From a dataset of the Open Reaction Database (ORD), a public repository of structured organic reaction records. describe an organic reaction: reactants, conditions, products, and yield The reactants are ClC1=NC=NC2=CC(=C(C=C12)OC)OCCCN(S(=O)(=O)C)C (4-chloro-6-methoxy-7-(3-(N-methyl-N-methylsulphonylamino)propoxy)quinazoline), C([O-])([O-])=O.[K+].[K+] (potassium carbonate), OC=1C=C2C=C(NC2=CC1)C (5-hydroxy-2-methylindole). Run in CN(C)C=O (DMF). Conditions: temperature 100 celsius, time 5 hour. The product is COC=1C=C2C(=NC=NC2=CC1OCCCN(S(=O)(=O)C)C)OC=1C=C2C=C(NC2=CC1)C (6-methoxy-4-(2-methylindol-5-yloxy)-7-(3-(N-methyl-N-methylsulphonylamino)propoxy)quinazoline). Yield: 35.3%. As a reaction SMILES: Cl[C:2]1[C:11]2[C:6](=[CH:7][C:8]([O:14][CH2:15][CH2:16][CH2:17][N:18]([CH3:23])[S:19]([CH3:22])(=[O:21])=[O:20])=[C:9]([O:12][CH3:13])[CH:10]=2)[N:5]=[CH:4][N:3]=1.C(=O)([O-])[O-].[K+].[K+].[OH:30][C:31]1[CH:32]=[C:33]2[C:37](=[CH:38][CH:39]=1)[NH:36][C:35]([CH3:40])=[CH:34]2>CN(C=O)C>[CH3:13][O:12][C:9]1[CH:10]=[C:11]2[C:6](=[CH:7][C:8]=1[O:14][CH2:15][CH2:16][CH2:17][N:18]([CH3:23])[S:19]([CH3:22])(=[O:21])=[O:20])[N:5]=[CH:4][N:3]=[C:2]2[O:30][C:31]1[CH:32]=[C:33]2[C:37](=[CH:38][CH:39]=1)[NH:36][C:35]([CH3:40])=[CH:34]2 |f:1.2.3|. Procedure details: A mixture of 4-chloro-6-methoxy-7-(3-(N-methyl-N-methylsulphonylamino)propoxy)quinazoline (360 mg, 1.00 mmol), (prepared as described for the starting material in Example 152), potassium carbonate (215 mg, 1.56 mmol) and 5-hydroxy-2-methylindole (162 mg, 1.10 mmol) in DMF (8.0 ml) was stirred at 100° C. for 5 hours and allowed to cool to ambient temperature. The solvent was removed by evaporation and the residue was purified by silica column chromatography eluting with methanol (2.5 to 5%) in di...